This data is from the Open Reaction Database (ORD), a public repository of structured organic reaction records. The task is: describe an organic reaction: reactants, conditions, products, and yield Reactants: C(CN)N (1,2-ethylenediamine), C([O-])([O-])=O.[K+].[K+] (potassium carbonate), C(=C)C1=CC=C(CCl)C=C1 (4-vinylbenzyl chloride). Solvent: C(Cl)(Cl)Cl (chloroform). Reaction conditions: temperature 25 celsius, time 18 hour. Yields the product C(=C)C1=CC=C(CNCCNCC2=CC=C(C=C2)C=C)C=C1 (N,N′-Bis(4-vinylbenzyl)ethylenediamine). Yield: 11.6%. Reaction SMILES: [CH2:1]([NH2:4])[CH2:2][NH2:3].C(=O)([O-])[O-].[K+].[K+].[CH:11]([C:13]1[CH:20]=[CH:19][C:16]([CH2:17]Cl)=[CH:15][CH:14]=1)=[CH2:12]>C(Cl)(Cl)Cl>[CH:11]([C:13]1[CH:20]=[CH:19][C:16]([CH2:17][NH:3][CH2:2][CH2:1][NH:4][CH2:17][C:16]2[CH:19]=[CH:20][C:13]([CH:11]=[CH2:12])=[CH:14][CH:15]=2)=[CH:15][CH:14]=1)=[CH2:12] |f:1.2.3|. Reported procedure: In a 500 mL, 3-necked round-bottomed flask were taken 5.31 grams of 1,2-ethylenediamine and 32.48 g of anhydrous potassium carbonate, and 300 mL of chloroform. To this suspension was added 30 g of 4-vinylbenzyl chloride. The resulting reaction mixture was stirred at 25° C. for 18 hr. Subsequently the reaction mixture was filtered. The solvent was moved under reduced pressure. To the residue was added 300 mL of deionized water followed by 37% aqueous HCl until the pH of the solution was 2.0. The ... Starting materials: ClCCl, CCN=C=NCCCN(C)C, CC(C)NC(C)C, [Cl-], Cl, Cl, [Na+], O, On1nnc2ccccc21, COc1ccccc1C1(O)C(O)CC(c2ccccc2)(c2ccccc2)C2CNCC21, O=C(O)Cc1c[nH]c2ccccc12. Yields the product COc1ccccc1C1(O)C(O)CC(c2ccccc2)(c2ccccc2)C2CN(C(=O)Cc3c[nH]c4ccccc34)CC21. Reaction SMILES: [CH2:78]([Cl:79])[Cl:80].[CH3:1][N:2]([CH3:3])[CH2:4][CH2:5][CH2:6][N:7]=[C:8]=[N:9][CH2:10][CH3:11].[CH:12]([NH:13][CH:14]([CH3:15])[CH3:16])([CH3:17])[CH3:18].[Cl-:77].[ClH:19].[ClH:75].[Na+:76].[OH2:64].[OH:65][n:66]1[c:67]2[cH:68][cH:69][cH:70][cH:71][c:72]2[n:73][n:74]1.[c:20]1([C:26]2([c:45]3[cH:46][cH:47][cH:48][cH:49][cH:50]3)[CH2:27][CH:28]([OH:44])[C:29]([OH:35])([c:36]3[c:37]([O:42][CH3:43])[cH:38][cH:39][cH:40][cH:41]3)[CH:30]3[CH2:31][NH:32][CH2:33][CH:34]23)[cH:21][cH:22][cH:23][cH:24][cH:25]1.[nH:51]1[cH:52][c:53]([CH2:60][C:61](=[O:62])[OH:63])[c:54]2[cH:55][cH:56][cH:57][cH:58][c:59]12>>[c:20]1([C:26]2([c:45]3[cH:46][cH:47][cH:48][cH:49][cH:50]3)[CH2:27][CH:28]([OH:44])[C:29]([OH:35])([c:36]3[c:37]([O:42][CH3:43])[cH:38][cH:39][cH:40][cH:41]3)[CH:30]3[CH2:31][N:32]([C:61]([CH2:60][c:53]4[cH:52][nH:51][c:59]5[c:54]4[cH:55][cH:56][cH:57][cH:58]5)=[O:62])[CH2:33][CH:34]23)[cH:21][cH:22][cH:23][cH:24][cH:25]1. The reactants are O=C([O-])[O-], O=C1CN(c2ccc(I)cc2OCc2ccccc2)S(=O)(=O)N1, COCCOC, CCCCC=CB(O)O, [Na+], [Na+]. The product is CCCCC=Cc1ccc(N2CC(=O)NS2(=O)=O)c(OCc2ccccc2)c1. Reaction SMILES: [C:33](=[O:34])([O-:35])[O-:36].[CH2:1]([c:2]1[cH:3][cH:4][cH:5][cH:6][cH:7]1)[O:8][c:9]1[c:10]([N:16]2[CH2:17][C:18](=[O:23])[NH:19][S:20]2(=[O:21])=[O:22])[cH:11][cH:12][c:13]([I:15])[cH:14]1.[CH3:39][O:40][CH2:41][CH2:42][O:43][CH3:44].[CH:24](=[CH:25][CH2:26][CH2:27][CH2:28][CH3:29])[B:30]([OH:31])[OH:32].[Na+:37].[Na+:38]>>[CH2:1]([c:2]1[cH:3][cH:4][cH:5][cH:6][cH:7]1)[O:8][c:9]1[c:10]([N:16]2[CH2:17][C:18](=[O:23])[NH:19][S:20]2(=[O:21])=[O:22])[cH:11][cH:12][c:13]([CH:24]=[CH:25][CH2:26][CH2:27][CH2:28][CH3:29])[cH:14]1.